The task is: describe an organic reaction: reactants, conditions, products, and yield. This data is from the Open Reaction Database (ORD), a public repository of structured organic reaction records. Reactants: OC=1C(=NC(=C2C=CC=NC12)N(S(=O)(=O)C=1N=CN(C1)C)C)C(=O)OC (methyl 8-hydroxy-5-{methyl[(1-methyl-1H-imidazol-4-yl) sulfonyl]amino}-1,6-naphthyridine-7-carboxylate), FC1=CC(=C(C=C1)CN)SC (1-[4-fluoro-2-(methylthio)phenyl]methanamine). Solvent: C1(=CC=CC=C1)C (toluene). The product is FC1=CC(=C(CNC(=O)C2=NC(=C3C=CC=NC3=C2O)N(S(=O)(=O)C=2N=CN(C2)C)C)C=C1)SC (N-[4-fluoro-2-(methylthio)benzyl]-8-hydroxy-5-{methyl[(1-methyl-1H-imidazol-4-yl)sulfonyl]amino}-1,6-naphthyridine-7-carboxamide). RXN SMILES: [OH:1][C:2]1[C:3]([C:23]([O:25]C)=O)=[N:4][C:5]([N:12]([CH3:22])[S:13]([C:16]2[N:17]=[CH:18][N:19]([CH3:21])[CH:20]=2)(=[O:15])=[O:14])=[C:6]2[C:11]=1[N:10]=[CH:9][CH:8]=[CH:7]2.[F:27][C:28]1[CH:33]=[CH:32][C:31]([CH2:34][NH2:35])=[C:30]([S:36][CH3:37])[CH:29]=1>C1(C)C=CC=CC=1>[F:27][C:28]1[CH:33]=[CH:32][C:31]([CH2:34][NH:35][C:23]([C:3]2[C:2]([OH:1])=[C:11]3[C:6]([CH:7]=[CH:8][CH:9]=[N:10]3)=[C:5]([N:12]([CH3:22])[S:13]([C:16]3[N:17]=[CH:18][N:19]([CH3:21])[CH:20]=3)(=[O:14])=[O:15])[N:4]=2)=[O:25])=[C:30]([S:36][CH3:37])[CH:29]=1. Reported procedure: A solution of methyl 8-hydroxy-5-{methyl[(1-methyl-1H-imidazol-4-yl) sulfonyl]amino}-1,6-naphthyridine-7-carboxylate. (0.14 g, 0.371 mmol) and 1-[4-fluoro-2-(methylthio)phenyl]methanamine (0.102 g, 0.594 mmol) in toluene (1 mL) were heated at 130 C in a sealed tube for 72 hr. The solvent was evaporated in vacuo. The residue was purified by preparative HPLC (Waters PrepPak Column, C18 eluting with 5-95% acetonitrile/water (0.1% TFA) at 100 ml/min) to afford the title compound after lyophilization... Yields the product C(C)N[C@@H]1CN(CCC1)C1=CC=NC=2NC3=C(C21)C=C(N=C3)C#N ((S)-4-(3-(ethylamino)piperidin-1-yl)-9H-dipyrido[2,3-b;4′,3′-d]pyrrole-6-carbonitrile). RXN SMILES: [C:1]([C:3]1[N:11]=[CH:10][C:9]2[N:8](COCC[Si](C)(C)C)[C:7]3[N:20]=[CH:21][CH:22]=[C:23]([N:24]4[CH2:29][CH2:28][CH2:27][C@H:26]([N:30]([CH2:38][CH3:39])C(=O)OC(C)(C)C)[CH2:25]4)[C:6]=3[C:5]=2[CH:4]=1)#[N:2].Br.[OH-].[Na+].Cl>O1CCOCC1>[CH2:38]([NH:30][C@H:26]1[CH2:27][CH2:28][CH2:29][N:24]([C:23]2[C:6]3[C:5]4[CH:4]=[C:3]([C:1]#[N:2])[N:11]=[CH:10][C:9]=4[NH:8][C:7]=3[N:20]=[CH:21][CH:22]=2)[CH2:25]1)[CH3:39] |f:2.3|. The reactants are Cl (hydrochloric acid), C(#N)C1=CC=2C3=C(N(C2C=N1)COCC[Si](C)(C)C)N=CC=C3N3C[C@H](CCC3)N(C(OC(C)(C)C)=O)CC ((S)-tert-butyl 1-(6-cyano-9-((2-(trimethylsilyl)ethoxy)methyl)-9H-dipyrido[2,3-b;4′,3′-d]pyrrol-4-yl)piperidin-3-yl(ethyl)carbamate), [OH-].[Na+] (sodium hydroxide), Br (HBr). The yield is 62.4%. Run in O1CCOCC1 (1,4-dioxane). Reaction conditions: temperature 75 celsius. Procedure details: (S)-tert-butyl 1-(6-cyano-9-((2-(trimethylsilyl)ethoxy)methyl)-9H-dipyrido[2,3-b;4′,3′-d]pyrrol-4-yl)piperidin-3-yl(ethyl)carbamate (90 mg, 0.15 mmol) was dissolved in 1,4-dioxane (0.3 mL) and then treated with 48% HBr(aq) (0.3 mL) and heated at 75° C. for 15 minutes. The cooled reaction mixture was then basified to pH ˜12 by dropwise addition of 6N sodium hydroxide and then immediately acidified to pH ˜8-9 by dropwise addition of concentrated hydrochloric acid, producing a cloudy precipitate. T...